Dataset: the Open Reaction Database (ORD), a public repository of structured organic reaction records. Task: describe an organic reaction: reactants, conditions, products, and yield Starting materials: ClC=1C=C2C(=CN1)NC(=C2)C(=O)O (5-chloro-1H-pyrrolo[2,3-c]pyridine-2-carboxylic acid), NC(C(O)C1=CC=CC=C1)CO[Si](C)(C)C(C)(C)C (2-amino-3-(tert-butyldimethylsilanyloxy)-1-phenylpropan-1-ol), C=1C=CC2=C(C1)N=NN2O (HOBt), CCN(C(C)C)C(C)C (DIPEA), CCN=C=NCCCN(C)C (EDCI). Solvent: CN(C)C=O (DMF), [Cl-].[Na+].O (brine). Conditions: time 12 hour. The product is [Si](C)(C)(C(C)(C)C)OC[C@@H]([C@H](C1=CC=CC=C1)O)NC(=O)C1=CC=2C(=CN=C(C2)Cl)N1 (5-Chloro-1H-pyrrolo[2,3-c]pyridine-2-carboxylic acid [1-(S)-(tert-butyldimethylsilanyloxymethyl)-2-(S)-hydroxy-2-phenylethyl]amide). Reaction SMILES: [Cl:1][C:2]1[CH:3]=[C:4]2[CH:10]=[C:9]([C:11]([OH:13])=O)[NH:8][C:5]2=[CH:6][N:7]=1.[NH2:14][CH:15]([CH2:24][O:25][Si:26]([C:29]([CH3:32])([CH3:31])[CH3:30])([CH3:28])[CH3:27])[CH:16]([C:18]1[CH:23]=[CH:22][CH:21]=[CH:20][CH:19]=1)[OH:17].C1C=CC2N(O)N=NC=2C=1.CCN(C(C)C)C(C)C.CCN=C=NCCCN(C)C>CN(C=O)C.[Cl-].[Na+].O>[Si:26]([O:25][CH2:24][C@H:15]([NH:14][C:11]([C:9]1[NH:8][C:5]2=[CH:6][N:7]=[C:2]([Cl:1])[CH:3]=[C:4]2[CH:10]=1)=[O:13])[C@@H:16]([OH:17])[C:18]1[CH:23]=[CH:22][CH:21]=[CH:20][CH:19]=1)([C:29]([CH3:32])([CH3:31])[CH3:30])([CH3:28])[CH3:27] |f:6.7.8|. Reported procedure: To a solution of 5-chloro-1H-pyrrolo[2,3-c]pyridine-2-carboxylic acid (Preparation 18, 520 mg, 2.65 mmol) and 2-amino-3-(tert-butyldimethylsilanyloxy)-1-phenylpropan-1-ol (Preparation 99, 780 mg, 2.77 mmol) in DMF (15 mL) was added HOBt (411 mg, 2.68 mmol), DIPEA (0.96 mL, 5.51 mmol) and EDCI (589 mg, 3.07 mmol). After stirring at rt for 12 h the mixture was added to diluted brine (150 mL, water/brine:1/1). Extraction with ethyl acetate (4×50 mL), washing of the combined extracts with diluted hy... The reactants are C(C)OCC (diethyl ether), C1(=CC=C(C=C1)S)C (p-Toluenethiol), N (ammonia), FC(F)(F)I (Trifluoromethyl iodide). Run in O (water). Conditions: temperature 20 celsius, time 1 hour. Yields the product FC(SC1=CC=C(C=C1)C)(F)F (4-trifluoromethylthiotoluene). RXN SMILES: [C:1]1([CH3:8])[CH:6]=[CH:5][C:4]([SH:7])=[CH:3][CH:2]=1.N.[F:10][C:11](I)([F:13])[F:12].C(OCC)C>O>[F:10][C:11]([F:13])([F:12])[S:7][C:4]1[CH:5]=[CH:6][C:1]([CH3:8])=[CH:2][CH:3]=1. Procedure details: p-Toluenethiol (8 g.) was added to liquid ammonia (60 ml.) at -30°. Trifluoromethyl iodide (18 g.) was added and the mixture was irradiated with uv light (297nm.) for 30 minutes. Dry diethyl ether (35 ml.) was added and irradiation was continued for 1 hour. The mixture was allowed to warm to 20° C. and water was added. The mixture was extracted with diethyl ether and the ethereal extracts were washed with sodium thiosulphate solution and then water. The ethereal extracts were dried over anhydrou... The reactants are C(C)OC(C1=C(C=C(C=C1)OC1=NC=CC=C1)CN(S(=O)(=O)C1=CC=C(C=C1)C)CC(=O)OC)=O (2-{[methoxycarbonylmethyl-(toluene-4-sulfonyl)-amino]-methyl}-4-(pyridin-2-yloxy)-benzoic acid ethyl ester), C[O-].[Na+] (NaOMe), CC(=O)O (HOAc). Solvent: ice water, CN(C)C=O (DMF). Product: COC(=O)C=1N=CC2=CC(=CC=C2C1O)OC1=NC=CC=C1 (4-Hydroxy-7-(pyridin-2-yloxy)-isoquinoline-3-carboxylic acid methyl ester). Isolated yield 55.8%. RXN SMILES: C([O:3][C:4](=O)[C:5]1[CH:10]=[CH:9][C:8]([O:11][C:12]2[CH:17]=[CH:16][CH:15]=[CH:14][N:13]=2)=[CH:7][C:6]=1[CH2:18][N:19]([CH2:30][C:31]([O:33][CH3:34])=[O:32])S(C1C=CC(C)=CC=1)(=O)=O)C.C[O-].[Na+].CC(O)=O>CN(C=O)C>[CH3:34][O:33][C:31]([C:30]1[N:19]=[CH:18][C:6]2[C:5]([C:4]=1[OH:3])=[CH:10][CH:9]=[C:8]([O:11][C:12]1[CH:17]=[CH:16][CH:15]=[CH:14][N:13]=1)[CH:7]=2)=[O:32] |f:1.2|. Procedure: A mixture of 2-{[methoxycarbonylmethyl-(toluene-4-sulfonyl)-amino]-methyl}-4-(pyridin-2-yloxy)-benzoic acid ethyl ester (745 mg), and NaOMe (0.702 mL, 0.5 M solution in HOMe) in DMF (5 mL) was stirred with ice/water bath cooling for 4 h. HOAc (2.5 eq relative to NaOMe) was added, diluted with ice/water; then the solids were collected via filtration and washed with water to give product (247 mg). Filtrate was back extracted with EtOAc; EtOAc phase was washed with water, diluted NaCl solution and ... Starting materials: O=C=NC1CC1, O=C(C1CN1S(=O)(=O)c1ccccc1Cl)N1CCN(c2ncccc2C(F)(F)F)CC1, [I-], [Na+]. The product is O=C(C1CN(S(=O)(=O)c2ccccc2Cl)C(=O)N1C1CC1)N1CCN(c2ncccc2C(F)(F)F)CC1. RXN SMILES: [CH:34]1([N:37]=[C:38]=[O:39])[CH2:35][CH2:36]1.[Cl:1][c:2]1[c:3]([S:8](=[O:9])(=[O:10])[N:11]2[CH:12]([C:14](=[O:15])[N:16]3[CH2:17][CH2:18][N:19]([c:22]4[n:23][cH:24][cH:25][cH:26][c:27]4[C:28]([F:29])([F:30])[F:31])[CH2:20][CH2:21]3)[CH2:13]2)[cH:4][cH:5][cH:6][cH:7]1.[I-:33].[Na+:32]>>[Cl:1][c:2]1[c:3]([S:8](=[O:9])(=[O:10])[N:11]2[CH2:13][CH:12]([C:14](=[O:15])[N:16]3[CH2:17][CH2:18][N:19]([c:22]4[n:23][cH:24][cH:25][cH:26][c:27]4[C:28]([F:29])([F:30])[F:31])[CH2:20][CH2:21]3)[N:37]([CH:34]3[CH2:35][CH2:36]3)[C:38]2=[O:39])[cH:4][cH:5][cH:6][cH:7]1. Starting materials: ClC=1C=C(COC2=CC=C(C=C2)[C@@H]2OC=3C(=CC=4C[C@H](N(CC4C3)[C@@H](CCC)C3=CC=CC=C3)C(=O)O)OC2)C=CC1Cl ((3S,8S)-3-[4-(3,4-dichloro-benzyloxy)-phenyl]-7-((S)-1-phenyl-butyl)-2,3,6,7,8,9-hexahydro-[1,4]dioxino[2,3-g]isoquinoline-8-carboxylic acid), Cl.COC([C@H](CC1=CC=C(C=C1)C1=CC=C(C=C1)C#N)N)=O ((S)-2-amino-3-(4′-cyano-biphenyl-4-yl)-propionic acid methyl ester hydrochloride). Yields the product C(#N)C1=CC=C(C=C1)C1=CC=C(C=C1)C[C@@H](C(=O)O)NC(=O)[C@H]1N(CC=2C=C3C(=CC2C1)OC[C@@H](O3)C3=CC=C(C=C3)OCC3=CC(=C(C=C3)Cl)Cl)[C@@H](CCC)C3=CC=CC=C3 ((S)-3-(4′-Cyano-biphenyl-4-yl)-2-{[(3S,8S)-3-[4-(3,4-dichloro-benzyloxy)-phenyl]-7-((S)-1-phenyl-butyl)-2,3,6,7,8,9-hexahydro-[1,4]dioxino[2,3-g]isoquinoline-8-carbonyl]-amino}-propionic acid). As a reaction SMILES: [Cl:1][C:2]1[CH:3]=[C:4]([CH:40]=[CH:41][C:42]=1[Cl:43])[CH2:5][O:6][C:7]1[CH:12]=[CH:11][C:10]([C@H:13]2[CH2:39][O:38][C:16]3=[CH:17][C:18]4[CH2:19][C@@H:20]([C:35](O)=[O:36])[N:21]([C@H:25]([C:29]5[CH:34]=[CH:33][CH:32]=[CH:31][CH:30]=5)[CH2:26][CH2:27][CH3:28])[CH2:22][C:23]=4[CH:24]=[C:15]3[O:14]2)=[CH:9][CH:8]=1.Cl.C[O:46][C:47](=[O:65])[C@@H:48]([NH2:64])[CH2:49][C:50]1[CH:55]=[CH:54][C:53]([C:56]2[CH:61]=[CH:60][C:59]([C:62]#[N:63])=[CH:58][CH:57]=2)=[CH:52][CH:51]=1>>[C:62]([C:59]1[CH:58]=[CH:57][C:56]([C:53]2[CH:54]=[CH:55][C:50]([CH2:49][C@H:48]([NH:64][C:35]([C@@H:20]3[CH2:19][C:18]4[CH:17]=[C:16]5[O:38][CH2:39][C@H:13]([C:10]6[CH:9]=[CH:8][C:7]([O:6][CH2:5][C:4]7[CH:40]=[CH:41][C:42]([Cl:43])=[C:2]([Cl:1])[CH:3]=7)=[CH:12][CH:11]=6)[O:14][C:15]5=[CH:24][C:23]=4[CH2:22][N:21]3[C@H:25]([C:29]3[CH:34]=[CH:33][CH:32]=[CH:31][CH:30]=3)[CH2:26][CH2:27][CH3:28])=[O:36])[C:47]([OH:46])=[O:65])=[CH:51][CH:52]=2)=[CH:61][CH:60]=1)#[N:63] |f:1.2|. Procedure: The title compound was prepared from (3S,8S)-3-[4-(3,4-dichloro-benzyloxy)-phenyl]-7-((S)-1-phenyl-butyl)-2,3,6,7,8,9-hexahydro-[1,4]dioxino[2,3-g]isoquinoline-8-carboxylic acid and (S)-2-amino-3-(4′-cyano-biphenyl-4-yl)-propionic acid methyl ester hydrochloride according to General Procedures L and B. LCMS (m/z): 868. The reactants are ClC1=CC=C(C=C1)C1=NNC(=C1C1=CC=NC=C1)N1CCN(CC1)C(=O)OC(C)(C)C (3-(4-Chlorophenyl)-4-(4-pyridyl)-5-(4-N-tert.-butoxycarbonylpiperazinyl)pyrazole), Cl (HCl), C(C)(=O)Cl (acetyl chloride), CO (methanol), CO (methanol). Reaction conditions: temperature 5 celsius, time 1 hour. The product is O.Cl.Cl.Cl.ClC1=CC=C(C=C1)C1=C(C(=NN1CC#C)N1CCNCC1)C1=CC=NC=C1 (1-[5-(4-chlorophenyl)-4-(4-pyridinyl)-1-(2-propynyl)-1H-pyrazol-3-yl]piperazine, trihydrochloride monohydrate). The yield is 90.0%. As a reaction SMILES: [ClH:1].[C:2]([Cl:5])(=[O:4])[CH3:3].[Cl:6][C:7]1[CH:12]=[CH:11][C:10]([C:13]2[C:17]([C:18]3[CH:23]=[CH:22][N:21]=[CH:20][CH:19]=3)=[C:16]([N:24]3[CH2:29][CH2:28][N:27](C(OC(C)(C)C)=O)[CH2:26][CH2:25]3)[NH:15][N:14]=2)=[CH:9][CH:8]=1.[CH3:37]O>>[OH2:4].[ClH:5].[ClH:6].[ClH:1].[Cl:6][C:7]1[CH:8]=[CH:9][C:10]([C:13]2[N:14]([CH2:37][C:2]#[CH:3])[N:15]=[C:16]([N:24]3[CH2:25][CH2:26][NH:27][CH2:28][CH2:29]3)[C:17]=2[C:18]2[CH:23]=[CH:22][N:21]=[CH:20][CH:19]=2)=[CH:11][CH:12]=1 |f:4.5.6.7.8|. Reported procedure: A solution of HCl in methanol (5 mL) was generated by addition of acetyl chloride (200 mg) to methanol while cooling (5° C.). 3-(4-Chlorophenyl)-4-(4-pyridyl)-5-(4-N-tert.-butoxycarbonylpiperazinyl)pyrazole (100 mg, 0.2 mmol) prepared above was added and the reaction stirred in the cold for one hour. The reaction mixture was concentrated in vacuo and the residue azeotroped with toluene to give 100 mg of 1-[5-(4-chlorophenyl)-4-(4-pyridinyl)-1-(2-propynyl)-1H-pyrazol-3-yl]piperazine, trihydrochlo...